Dataset: the Open Reaction Database (ORD), a public repository of structured organic reaction records. Task: describe an organic reaction: reactants, conditions, products, and yield Reactants: [N+](=O)([O-])C1=CC=C(C=C1)N1CCNCC1 (1-(4-nitrophenyl)piperazine), C=1C=CC2=C(C1)N=NN2O (HOBt), Cl.CN(CC(=O)O)C (N,N-dimethylglycine hydrochloride), CCN=C=NCCCN(C)C.Cl (WSC hydrochloride). The solvent is CN1C(CCC1)=O (1-methyl-2-pyrrolidone), C(C)N(CC)CC (triethylamine). Product: NC1=CC=C(C=C1)N1CCN(CC1)C(CN(C)C)=O (1-[4-(4-aminophenyl)piperazin-1-yl]-2-dimethylaminoethanone). As a reaction SMILES: [N+:1]([C:4]1[CH:9]=[CH:8][C:7]([N:10]2[CH2:15][CH2:14][NH:13][CH2:12][CH2:11]2)=[CH:6][CH:5]=1)([O-])=O.Cl.[CH3:17][N:18]([CH3:23])[CH2:19][C:20](O)=[O:21].CCN=C=NCCCN(C)C.Cl.C1C=CC2N(O)N=NC=2C=1>CN1CCCC1=O.C(N(CC)CC)C>[NH2:1][C:4]1[CH:9]=[CH:8][C:7]([N:10]2[CH2:15][CH2:14][N:13]([C:20](=[O:21])[CH2:19][N:18]([CH3:23])[CH3:17])[CH2:12][CH2:11]2)=[CH:6][CH:5]=1 |f:1.2,3.4|. Procedure: 1-(4-nitrophenyl)piperazine and N,N-dimethylglycine hydrochloride were allowed to undergo the reaction using WSC hydrochloride and HOBt in 1-methyl-2-pyrrolidone in the presence of triethylamine. The resulting compound was subjected to-catalytic hydrogenation in the same manner as shown in Reference Example 3 to obtain 1-[4-(4-aminophenyl)piperazin-1-yl]-2-dimethylaminoethanone. NMR2: 2.30 (6H, s), 3.74-3.76 (4H, m), 6.64-6.68 (2H, m). The reactants are Fc1ccc2ncnc(Nc3cccc(Br)c3)c2n1, C[O-], CO, [Na+]. Yields the product COc1ccc2ncnc(Nc3cccc(Br)c3)c2n1. Reaction SMILES: [Br:1][c:2]1[cH:3][c:4]([NH:5][c:6]2[c:7]3[c:8]([n:9][cH:10][n:11]2)[cH:12][cH:13][c:14]([F:16])[n:15]3)[cH:17][cH:18][cH:19]1.[CH3:20][O-:21].[CH3:23][OH:24].[Na+:22]>>[Br:1][c:2]1[cH:3][c:4]([NH:5][c:6]2[c:7]3[c:8]([n:9][cH:10][n:11]2)[cH:12][cH:13][c:14]([O:21][CH3:20])[n:15]3)[cH:17][cH:18][cH:19]1. Starting materials: FNS(=O)(=O)C1=CC=CC=C1 (N-fluorobenzenesulfonamide), C[Si](C)(C)[N-][Si](C)(C)C.[Li+] (lithium bis(trimethylsilyl)amide), C(C1=CC=CC=C1)[C@@H]1N(C(OC1)=O)C(CCCCCC)=O ((4S)-benzyl-3-heptanoyl-oxazolidin-2-one). The solvent is C1CCOC1 (THF), C1CCOC1 (THF), C1CCOC1 (THF). Reaction conditions: temperature -78 celsius, time 1 hour. Yields the product C(C1=CC=CC=C1)[C@@H]1N(C(OC1)=O)C(C(CCCCC)F)=O ((4S)-Benzyl-3-(2-fluoroheptanoyl)oxazolidin-2-one). Yield: 79.2%. As a reaction SMILES: [CH2:1]([C@H:8]1[CH2:12][O:11][C:10](=[O:13])[N:9]1[C:14](=[O:21])[CH2:15][CH2:16][CH2:17][CH2:18][CH2:19][CH3:20])[C:2]1[CH:7]=[CH:6][CH:5]=[CH:4][CH:3]=1.C[Si]([N-][Si](C)(C)C)(C)C.[Li+].[F:32]NS(C1C=CC=CC=1)(=O)=O>C1COCC1>[CH2:1]([C@H:8]1[CH2:12][O:11][C:10](=[O:13])[N:9]1[C:14](=[O:21])[CH:15]([F:32])[CH2:16][CH2:17][CH2:18][CH2:19][CH3:20])[C:2]1[CH:3]=[CH:4][CH:5]=[CH:6][CH:7]=1 |f:1.2|. Procedure: To a solution of (4S)-benzyl-3-heptanoyl-oxazolidin-2-one (12.0 g, 41.4 mmol) in THF (30 ml) stirred under N2 at −78° C. was added dropwise a solution of lithium bis(trimethylsilyl)amide (50 ml of 1 M soln. in THF, 50 mmol). This was stirred 1 h at −78° C. then added to solution of N-fluorobenzenesulfonamide (14.3 g, 45.5 mmol) in THF (60 ml) stirred under N2 at −78° C. The reaction mixture was stirred 2.5 h at −78° C. then quenched with aqueous amonium chloride. The product mixture was partitio... Yields the product O[C@@H]1CC2=CC[C@H]3[C@]4(C=CC[C@@]4(C)CC[C@@H]3[C@]2(CC1)C)OCOCC (3β-Hydroxy-14β-ethoxymethoxyandrosta-5,15-dien). The reactants are C(C)(=O)O[C@@H]1CC2=CC[C@H]3[C@]4(C=CC([C@@]4(C)CC[C@@H]3[C@]2(CC1)C)=O)OCOCC (3β-acetoxy-14β-ethoxymethoxyandrosta-5,15-dien-17-one), [OH-].[Na+] (sodium hydroxide). Reaction SMILES: C([O:4][C@H:5]1[CH2:22][CH2:21][C@@:20]2([CH3:23])[C:7](=[CH:8][CH2:9][C@@H:10]3[C@@H:19]2[CH2:18][CH2:17][C@@:15]2([CH3:16])[C@:11]3([O:25][CH2:26][O:27][CH2:28][CH3:29])[CH:12]=[CH:13][C:14]2=O)[CH2:6]1)(=O)C.[OH-].[Na+]>CO.O>[OH:4][C@H:5]1[CH2:22][CH2:21][C@@:20]2([CH3:23])[C:7](=[CH:8][CH2:9][C@@H:10]3[C@@H:19]2[CH2:18][CH2:17][C@@:15]2([CH3:16])[C@:11]3([O:25][CH2:26][O:27][CH2:28][CH3:29])[CH:12]=[CH:13][CH2:14]2)[CH2:6]1 |f:1.2|. Reported procedure: A solution of 6.00 g of 3β-acetoxy-14β-ethoxymethoxyandrosta-5,15-dien-17-one and 30 ml of 2 N aq. sodium hydroxide in 120 ml of methanol was kept at room temperature for 24 hrs. The mixture was then diluted with water and extracted with dichloromethane. The organic phase was dried over sodium sulfate and evaporated to dryness to give 4.90 g of the title compound (II-a) as a white solid The yield is 94.9%. The solvent is CO (methanol), O (water). Starting materials: CC1(OB(OC1(C)C)C1=CC=C(C(=O)N)C=C1)C (4-(4,4,5,5-tetramethyl-1,3,2-dioxaborolan-2-yl)benzamide), FC1=CC=C(C=C1)C1=NN(C=C1C=1C=CC=2N(C1)C(=CN2)I)C(C2=CC=CC=C2)(C2=CC=CC=C2)C2=CC=CC=C2 (6-[3-(4-fluorophenyl)-1-trityl-1H-pyrazolyl]-3-iodoimidazo[1,2-a]pyridine), P(=O)([O-])([O-])[O-].[K+].[K+].[K+] (tripotassium phosphate). The reagents and catalysts are C=1C=CC(=CC1)[P](C=2C=CC=CC2)(C=3C=CC=CC3)[Pd]([P](C=4C=CC=CC4)(C=5C=CC=CC5)C=6C=CC=CC6)([P](C=7C=CC=CC7)(C=8C=CC=CC8)C=9C=CC=CC9)[P](C=1C=CC=CC1)(C=1C=CC=CC1)C=1C=CC=CC1 (tetrakis(triphenylphosphine)palladium). Solvent: CN(C=O)C (N,N-dimethylformamide). Product: FC1=CC=C(C=C1)C1=NN(C=C1C=1C=CC=2N(C1)C(=CN2)C2=CC=C(C(=O)N)C=C2)C(C2=CC=CC=C2)(C2=CC=CC=C2)C2=CC=CC=C2 (4-{6-[3-(4-Fluorophenyl)-1-trityl-1H-4-pyrazolyl]imidazo[1,2-a]pyridin-3-yl}benzamide). The yield is 43.2%. RXN SMILES: CC1(C)C(C)(C)OB([C:9]2[CH:17]=[CH:16][C:12]([C:13]([NH2:15])=[O:14])=[CH:11][CH:10]=2)O1.[F:19][C:20]1[CH:25]=[CH:24][C:23]([C:26]2[C:30]([C:31]3[CH:32]=[CH:33][C:34]4[N:35]([C:37](I)=[CH:38][N:39]=4)[CH:36]=3)=[CH:29][N:28]([C:41]([C:54]3[CH:59]=[CH:58][CH:57]=[CH:56][CH:55]=3)([C:48]3[CH:53]=[CH:52][CH:51]=[CH:50][CH:49]=3)[C:42]3[CH:47]=[CH:46][CH:45]=[CH:44][CH:43]=3)[N:27]=2)=[CH:22][CH:21]=1.P([O-])([O-])([O-])=O.[K+].[K+].[K+]>C1C=CC([P]([Pd]([P](C2C=CC=CC=2)(C2C=CC=CC=2)C2C=CC=CC=2)([P](C2C=CC=CC=2)(C2C=CC=CC=2)C2C=CC=CC=2)[P](C2C=CC=CC=2)(C2C=CC=CC=2)C2C=CC=CC=2)(C2C=CC=CC=2)C2C=CC=CC=2)=CC=1.CN(C)C=O>[F:19][C:20]1[CH:21]=[CH:22][C:23]([C:26]2[C:30]([C:31]3[CH:32]=[CH:33][C:34]4[N:35]([C:37]([C:9]5[CH:10]=[CH:11][C:12]([C:13]([NH2:15])=[O:14])=[CH:16][CH:17]=5)=[CH:38][N:39]=4)[CH:36]=3)=[CH:29][N:28]([C:41]([C:42]3[CH:43]=[CH:44][CH:45]=[CH:46][CH:47]=3)([C:48]3[CH:49]=[CH:50][CH:51]=[CH:52][CH:53]=3)[C:54]3[CH:59]=[CH:58][CH:57]=[CH:56][CH:55]=3)[N:27]=2)=[CH:24][CH:25]=1 |f:2.3.4.5,^1:71,73,92,111|. Procedure details: 222 mg of 4-(4,4,5,5-tetramethyl-1,3,2-dioxaborolan-2-yl)benzamide prepared according to T. Ishiyama et al., J. Org. Chem., 60, 7508 (1995), 323 mg of 6-[3-(4-fluorophenyl)-1-trityl-1H-pyrazolyl]-3-iodoimidazo[1,2-a]pyridine (compound in Production Example 39), 200 mg tripotassium phosphate, 30 mg tetrakis(triphenylphosphine)palladium and 30 mL N,N-dimethylformamide were heated at 75° C. for 3 hours under nitrogen atmosphere. The solvent was removed, and the residue was purified by NH silica gel... Reactants: C(C)(C)(C)OC(C=CC1=CC(=CC(=C1)Cl)Cl)=O (3-(3,5-Dichloro-phenyl)-acrylic acid tert butyl ester), [H][H] (hydrogen). Reagents/catalysts: [Pt]=O (platinum oxide). Run in C(C)O (ethanol). Yields the product C(C)(C)(C)OC(CCC1=CC(=CC(=C1)Cl)Cl)=O (3-(3,5-dichloro-phenyl)-propionic acid tert-butyl ester). RXN SMILES: [C:1]([O:5][C:6](=[O:17])[CH:7]=[CH:8][C:9]1[CH:14]=[C:13]([Cl:15])[CH:12]=[C:11]([Cl:16])[CH:10]=1)([CH3:4])([CH3:3])[CH3:2].[H][H]>C(O)C.[Pt]=O>[C:1]([O:5][C:6](=[O:17])[CH2:7][CH2:8][C:9]1[CH:14]=[C:13]([Cl:15])[CH:12]=[C:11]([Cl:16])[CH:10]=1)([CH3:4])([CH3:2])[CH3:3]. Procedure details: 3,5-dichloro-iodo-benzene (5 g, 18 mmol) was stirred at room temperature as a solution in DMF (50 mL) containing tert butyl acrylate (6.5 mL, 2.5 eq), tetrabutyl ammonium chloride hydrate (5.1 g, 1 eq), potassium acetate (5.4 g, 3 eq) and palladium (II) acetate (˜200 mg, 30 mol %) for 5 hours. Reaction mixture was reduced in vacuo, partitioned between water and ethyl acetate. Ethyl acetate fractions were dried over magnesium sulfate, filtered over a small plug of silica gel. Silica gel plug wash... Reactants: C(C1=CC=CC=C1)OC(=O)C1N2C(CC2OC1=CCSCC1=CC=CC=C1)=O (Benzyl3-(2-benzylthioethylidene)-7-oxo-4-oxa-1-azabicyclo[3,2,0]heptane-2-carboxylate), ClC1=CC(=CC=C1)C(=O)OO (m-chloroperbenzoic acid). The solvent is C(Cl)Cl (methylene chloride). Run at temperature 0 celsius, time 0.5 hour. The product is C(C1=CC=CC=C1)OC(=O)C1N2C(CC2OC1=CCS(=O)CC1=CC=CC=C1)=O (Benzyl3-(2-benzylsulphinylethylidene)-7-oxo-4-oxa-1-azabicyclo[3,2,0]heptane-2-carboxylate). RXN SMILES: [CH2:1]([O:8][C:9]([CH:11]1[C:17](=[CH:18][CH2:19][S:20][CH2:21][C:22]2[CH:27]=[CH:26][CH:25]=[CH:24][CH:23]=2)[O:16][CH:15]2[N:12]1[C:13](=[O:28])[CH2:14]2)=[O:10])[C:2]1[CH:7]=[CH:6][CH:5]=[CH:4][CH:3]=1.ClC1C=CC=C(C(OO)=[O:37])C=1>C(Cl)Cl>[CH2:1]([O:8][C:9]([CH:11]1[C:17](=[CH:18][CH2:19][S:20]([CH2:21][C:22]2[CH:23]=[CH:24][CH:25]=[CH:26][CH:27]=2)=[O:37])[O:16][CH:15]2[N:12]1[C:13](=[O:28])[CH2:14]2)=[O:10])[C:2]1[CH:7]=[CH:6][CH:5]=[CH:4][CH:3]=1. Procedure: Benzyl3-(2-benzylthioethylidene)-7-oxo-4-oxa-1-azabicyclo[3,2,0]heptane-2-carboxylate (39.5 mg) was dissolved in methylene chloride (5 ml) and treated with m-chloroperbenzoic acid (19 mg) at 0° C. The solution was stirred at 0° C. for 1/2 hour and washed with 3% bicarbonate solution (3×5 ml). The solvent was evaporated and the gum chromatographed to yield the title product as a mixture of R and S sulphoxides (30 mg; 73%).